Dataset: the Open Reaction Database (ORD), a public repository of structured organic reaction records. Task: describe an organic reaction: reactants, conditions, products, and yield Starting materials: ClCCCCBr, O=C([O-])[O-], COc1cc2c(Nc3ccc(Cl)cc3F)ncnc2cc1O, [K+], [K+], CN(C)C=O. Yields the product COc1cc2c(Nc3ccc(Cl)cc3F)ncnc2cc1OCCCCCl. As a reaction SMILES: [Br:23][CH2:24][CH2:25][CH2:26][CH2:27][Cl:28].[C:29](=[O:30])([O-:31])[O-:32].[Cl:1][c:2]1[cH:3][c:4]([F:22])[c:5]([NH:6][c:7]2[n:8][cH:9][n:10][c:11]3[cH:12][c:13]([OH:19])[c:14]([O:17][CH3:18])[cH:15][c:16]23)[cH:20][cH:21]1.[K+:33].[K+:34].[O:35]=[CH:36][N:37]([CH3:38])[CH3:39]>>[Cl:1][c:2]1[cH:3][c:4]([F:22])[c:5]([NH:6][c:7]2[n:8][cH:9][n:10][c:11]3[cH:12][c:13]([O:19][CH2:24][CH2:25][CH2:26][CH2:27][Cl:28])[c:14]([O:17][CH3:18])[cH:15][c:16]23)[cH:20][cH:21]1. The reactants are NC1=C(C=CC(=C1)SC=1NC=CN1)[N+](=O)[O-] (2-amino-4-(imidazol-2-ylthio)-1-nitrobenzene), ferrous sulfate, CO (methanol). The reagents and catalysts are [Fe] (iron), [Fe] (iron). Solvent: O (water). Run at time 2 hour. Yields the product NC1=C(C=C(C=C1)SC=1NC=CN1)N (1,2-diamino-4-(imidazol-2-ylthio)benzene). RXN SMILES: [NH2:1][C:2]1[CH:7]=[C:6]([S:8][C:9]2[NH:10][CH:11]=[CH:12][N:13]=2)[CH:5]=[CH:4][C:3]=1[N+:14]([O-])=O.CO>[Fe].O>[NH2:14][C:3]1[CH:4]=[CH:5][C:6]([S:8][C:9]2[NH:13][CH:12]=[CH:11][N:10]=2)=[CH:7][C:2]=1[NH2:1]. Reported procedure: A mixture of 2.6 g. of 2-amino-4-(imidazol-2-ylthio)-1-nitrobenzene, 2.6 g. of iron powder and 1.3 g. ferrous sulfate in 200 ml. methanol and 50 ml. water is refluxed for 2 hours. An additional 2.6 g. of iron is added and refluxing continued for 2 hours. The mixture is filtered and the filtrate stripped to yield 1,2-diamino-4-(imidazol-2-ylthio)benzene.